Dataset: the Open Reaction Database (ORD), a public repository of structured organic reaction records. Task: describe an organic reaction: reactants, conditions, products, and yield Starting materials: Cc1nc(Nc2ccc(N(C)C)nc2)c2ccccc2n1, CI, [H-], [Na+], CN(C)C=O. Yields the product Cc1nc(N(C)c2ccc(N(C)C)nc2)c2ccccc2n1. Reaction SMILES: [CH3:1][N:2]([c:3]1[n:4][cH:5][c:6]([NH:9][c:10]2[n:11][c:12]([CH3:20])[n:13][c:14]3[cH:15][cH:16][cH:17][cH:18][c:19]23)[cH:7][cH:8]1)[CH3:21].[CH3:22][I:23].[H-:24].[Na+:25].[O:26]=[CH:27][N:28]([CH3:29])[CH3:30]>>[CH3:1][N:2]([c:3]1[n:4][cH:5][c:6]([N:9]([c:10]2[n:11][c:12]([CH3:20])[n:13][c:14]3[cH:15][cH:16][cH:17][cH:18][c:19]23)[CH3:22])[cH:7][cH:8]1)[CH3:21]. Reactants: F[C@H]1C[C@@H](O[C@@H]1CO)N1C=NC=2C(=O)NC(N)=NC12 (2′,3′-dideoxy-3′-fluoroguanosine), N1=CC=CC=C1 (pyridine), C(=O)(OCC1=CC=CC=C1)N[C@@H](C(C)C)C(=O)OCC(CCOC(=O)Cl)COC(CCCCCCCCCCCCCCCCC)=O (3-(N-CBZ-L-valyloxymethyl)-4-stearoyloxy-butoxycarbonyl chloride). Solvent: ClCCl (dichloromethane), CN(C)C=O (DMF). Run at time 3 day. The product is F[C@H]1C[C@@H](O[C@@H]1COC(=O)OCCC(COC(CCCCCCCCCCCCCCCCC)=O)COC([C@@H](NC(=O)OCC1=CC=CC=C1)C(C)C)=O)N1C=NC=2C(=O)NC(N)=NC12 (2′,3′-Dideoxy-3′-fluoro-5′-O-[3-(N-CBZ-L-valyloxymethyl)-4-stearoyloxy-butoxycarbonyl]guanosine). RXN SMILES: [F:1][C@@H:2]1[C@@H:6]([CH2:7][OH:8])[O:5][C@@H:4]([N:9]2[C:19]3[N:18]=[C:16]([NH2:17])[NH:15][C:13](=[O:14])[C:12]=3[N:11]=[CH:10]2)[CH2:3]1.N1C=CC=CC=1.[C:26]([NH:36][C@H:37]([C:41]([O:43][CH2:44][CH:45]([CH2:52][O:53][C:54](=[O:72])[CH2:55][CH2:56][CH2:57][CH2:58][CH2:59][CH2:60][CH2:61][CH2:62][CH2:63][CH2:64][CH2:65][CH2:66][CH2:67][CH2:68][CH2:69][CH2:70][CH3:71])[CH2:46][CH2:47][O:48][C:49](Cl)=[O:50])=[O:42])[CH:38]([CH3:40])[CH3:39])([O:28][CH2:29][C:30]1[CH:35]=[CH:34][CH:33]=[CH:32][CH:31]=1)=[O:27]>CN(C=O)C.ClCCl>[F:1][C@@H:2]1[C@@H:6]([CH2:7][O:8][C:49]([O:48][CH2:47][CH2:46][CH:45]([CH2:44][O:43][C:41](=[O:42])[C@H:37]([CH:38]([CH3:40])[CH3:39])[NH:36][C:26]([O:28][CH2:29][C:30]2[CH:35]=[CH:34][CH:33]=[CH:32][CH:31]=2)=[O:27])[CH2:52][O:53][C:54](=[O:72])[CH2:55][CH2:56][CH2:57][CH2:58][CH2:59][CH2:60][CH2:61][CH2:62][CH2:63][CH2:64][CH2:65][CH2:66][CH2:67][CH2:68][CH2:69][CH2:70][CH3:71])=[O:50])[O:5][C@@H:4]([N:9]2[C:19]3[N:18]=[C:16]([NH2:17])[NH:15][C:13](=[O:14])[C:12]=3[N:11]=[CH:10]2)[CH2:3]1. Procedure: To a solution of 2′,3′-dideoxy-3′-fluoroguanosine (269 mg, 1.0 mmole in absolute DMF were added pyridine (198 mg, 2.5 mmole) and a solution of 3-(N-CBZ-L-valyloxymethyl)-4-stearoyloxy-butoxycarbonyl chloride (750 mg, 1.1 mmole) in 5 ml dichloromethane. The mixture was stirred for three days at room temperature. The solution was evaporated under reduced pressure and the product was isolated by silica gel column chromatography. Yield: 120 mg Reactants: CC[C@H]1CN2CC[C@H]1C[C@@H]2[C@H](C3=C4C=C(C=CC4=NC=C3)OC)OC5=NN=C(C6=CC=CC=C65)O[C@H]([C@H]7C[C@@H]8CCN7C[C@@H]8CC)C9=C1C=C(C=CC1=NC=C9)OC (AD-mix-beta), S(=O)([O-])[O-].[Na+].[Na+] (sodium sulfite), C(C)N1C=CC=2C=NC(=CC21)NC(C2=CC(=C(C=C2)C(=C)C)C)=O (N-(1-ethyl-1H-pyrrolo[3,2-c]pyridin-6-yl)-3-methyl-4-(prop-1-en-2-yl)benzamide), CS(=O)(=O)N (methanesulfonamide), CC[C@H]1CN2CC[C@H]1C[C@@H]2[C@H](C3=C4C=C(C=CC4=NC=C3)OC)OC5=NN=C(C6=CC=CC=C65)O[C@H]([C@H]7C[C@@H]8CCN7C[C@@H]8CC)C9=C1C=C(C=CC1=NC=C9)OC (AD-mix-beta), [Cl-].[Na+].O (brine). The solvent is CC(C)(C)O (t-BuOH), O (water). Reaction conditions: temperature 0 celsius, time 6 hour. The product is OC[C@](C)(O)C1=C(C=C(C(=O)NC2=CC3=C(C=N2)C=CN3CC)C=C1)C ((R)-4-(1,2-dihydroxypropan-2-yl)-N-(1-ethyl-1H-pyrrolo[3,2-c]pyridin-6-yl)-3-methylbenzamide). RXN SMILES: [CH2:1]([N:3]1[C:11]2[CH:10]=[C:9]([NH:12][C:13](=[O:24])[C:14]3[CH:19]=[CH:18][C:17]([C:20]([CH3:22])=[CH2:21])=[C:16]([CH3:23])[CH:15]=3)[N:8]=[CH:7][C:6]=2[CH:5]=[CH:4]1)[CH3:2].CS(N)(=O)=[O:27].CC[C@@H]1[C@@H]2C[C@H]([C@@H](OC3C4C(=CC=CC=4)C(O[C@@H](C4C=CN=C5C=4C=C(OC)C=C5)[C@@H]4N5C[C@H](CC)[C@@H](CC5)C4)=NN=3)C3C=CN=C4C=3C=C(OC)C=C4)N(CC2)C1.S([O-])([O-])=O.[Na+].[Na+].[Cl-].[Na+].[OH2:96]>O.CC(O)(C)C>[OH:96][CH2:21][C@@:20]([C:17]1[CH:18]=[CH:19][C:14]([C:13]([NH:12][C:9]2[N:8]=[CH:7][C:6]3[CH:5]=[CH:4][N:3]([CH2:1][CH3:2])[C:11]=3[CH:10]=2)=[O:24])=[CH:15][C:16]=1[CH3:23])([OH:27])[CH3:22] |f:3.4.5,6.7.8|. Procedure: To N-(1-ethyl-1H-pyrrolo[3,2-c]pyridin-6-yl)-3-methyl-4-(prop-1-en-2-yl)benzamide (100 mg, 0.31 mmol) and methanesulfonamide (30 mg, 0.31 mmol) were added t-BuOH (1.6 mL). The mixture was cooled in ice bath, and then water (1.6 mL) and AD-mix-beta (550 mg, 0.39 mmol) were added to give a bi-phase orange solution. The reaction was stirred at 0° C. with slow warming to room temperature overnight. The mixture was again cooled in ice bath the next day, and a total of 500 mg of AD-mix-beta was added....